From a dataset of the Open Reaction Database (ORD), a public repository of structured organic reaction records. describe an organic reaction: reactants, conditions, products, and yield Reactants: COC=1C=C2CCNC(C2=CC1)=O (6-(methyloxy)-3,4-dihydro-1(2H)-isoquinolinone), [N+](=O)(O)[O-] (HNO3), ice water. Run in OS(=O)(=O)O (H2SO4). Run at temperature -20 celsius, time 3 hour. Product: COC=1C=C2CCNC(C2=CC1[N+](=O)[O-])=O (6-(methyloxy)-7-nitro-3,4-dihydro-1(2H)-isoquinolinone). The yield is 75.9%. RXN SMILES: [CH3:1][O:2][C:3]1[CH:4]=[C:5]2[C:10](=[CH:11][CH:12]=1)[C:9](=[O:13])[NH:8][CH2:7][CH2:6]2.[N+:14]([O-])([OH:16])=[O:15]>OS(O)(=O)=O>[CH3:1][O:2][C:3]1[CH:4]=[C:5]2[C:10](=[CH:11][C:12]=1[N+:14]([O-:16])=[O:15])[C:9](=[O:13])[NH:8][CH2:7][CH2:6]2. Reported procedure: To a solution of 6-(methyloxy)-3,4-dihydro-1(2H)-isoquinolinone (3.4 g, 17.8 mmol) in H2SO4 (45 mL) at −20° C. was added HNO3 (1.58 mL, 21.3 mmol) dropwise. The mixture was allowed to stir for 3 h at −20° C. The mixture was poured into ice water and the aqueous layer was extracted with dichloromethane. The combined organic layers were concentrated under reduced pressure to give 6-(methyloxy)-7-nitro-3,4-dihydro-1(2H)-isoquinolinone (3.0 g, 71%). 1H NMR (CDCl3) δ 8.55 (1H), 6.88 (1H), 6.2 (1H), 4... Starting materials: [Br-], COC(OC)c1ccc(Br)cc1, CC(=O)OC(C)C, COC(OC)c1ccc([Mg+])cc1, CC(C)C[AlH]CC(C)C, CO, [Cl-], Clc1ccccc1-c1nnn(C2CCCCO2)n1, Clc1ccccc1-c1nnnn1C1CCCCO1, [Mg], [NH4+], C1CCOC1, O. Product: COC(OC)c1ccc(-c2ccccc2-c2nnn(C3CCCCO3)n2)cc1. Reaction SMILES: [Br-:23].[Br:11][c:12]1[cH:13][cH:14][c:15]([CH:18]([O:19][CH3:20])[O:21][CH3:22])[cH:16][cH:17]1.[C:74]([O:75][CH:76]([CH3:77])[CH3:78])(=[O:79])[CH3:80].[CH3:24][O:25][CH:26]([O:27][CH3:28])[c:29]1[cH:30][cH:31][c:32]([Mg+:33])[cH:34][cH:35]1.[CH3:2][CH:3]([CH2:4][AlH:5][CH2:6][CH:7]([CH3:8])[CH3:9])[CH3:10].[CH3:72][OH:73].[Cl-:81].[Cl:36][c:37]1[c:38](-[c:43]2[n:44][n:45][n:46]([CH:48]3[O:49][CH2:50][CH2:51][CH2:52][CH2:53]3)[n:47]2)[cH:39][cH:40][cH:41][cH:42]1.[Cl:54][c:55]1[cH:56][cH:57][cH:58][cH:59][c:60]1-[c:61]1[n:62]([CH:63]2[CH2:64][CH2:65][CH2:66][CH2:67][O:68]2)[n:69][n:70][n:71]1.[Mg:1].[NH4+:82].[O:83]1[CH2:84][CH2:85][CH2:86][CH2:87]1.[OH2:88]>>[c:12]1(-[c:37]2[c:38](-[c:43]3[n:44][n:45][n:46]([CH:48]4[O:49][CH2:50][CH2:51][CH2:52][CH2:53]4)[n:47]3)[cH:39][cH:40][cH:41][cH:42]2)[cH:13][cH:14][c:15]([CH:18]([O:19][CH3:20])[O:21][CH3:22])[cH:16][cH:17]1.